This data is from the Open Reaction Database (ORD), a public repository of structured organic reaction records. The task is: describe an organic reaction: reactants, conditions, products, and yield The reactants are COc1ccc2c(c1)C13CCNC(C2)C1(OC)CCC(=O)C3, CN(C)C=O, BrCC1CCC1, Cl, [Na+], O=C([O-])O. The product is COc1ccc2c(c1)C13CCN(CC4CCC4)C(C2)C1(OC)CCC(=O)C3. Reaction SMILES: [CH3:2][O:3][c:4]1[cH:5][cH:6][c:7]2[c:16]([cH:17]1)[C:15]13[C:10]([O:22][CH3:23])([CH:9]([CH2:8]2)[NH:20][CH2:19][CH2:18]1)[CH2:11][CH2:12][C:13](=[O:21])[CH2:14]3.[CH3:35][N:36]([CH3:37])[CH:38]=[O:39].[CH:24]1([CH2:28][Br:29])[CH2:25][CH2:26][CH2:27]1.[ClH:1].[Na+:34].[O-:30][C:31]([OH:32])=[O:33]>>[CH3:2][O:3][c:4]1[cH:5][cH:6][c:7]2[c:16]([cH:17]1)[C:15]13[C:10]([O:22][CH3:23])([CH:9]([CH2:8]2)[N:20]([CH2:28][CH:24]2[CH2:25][CH2:26][CH2:27]2)[CH2:19][CH2:18]1)[CH2:11][CH2:12][C:13](=[O:21])[CH2:14]3. The reactants are Cl[SiH2]Cl (Dichlorosilane), C12C=CC(CC1)C2 (norbornene), C12C=CC(CC1)C2 (norbornene). The reagents and catalysts are [Pt] (platinum). The solvent is C=1(C(=CC=CC1)C)C (xylene). Reaction conditions: temperature 80 celsius, time 15 minute. Yields the product C12C(CC(CC1)C2)[Si](Cl)(Cl)C2C1CCC(C2)C1 (di(2-norbornyl)dichlorosilane). The yield is 94.0%. As a reaction SMILES: [Cl:1][SiH2:2][Cl:3].[CH:4]12[CH2:10][CH:7]([CH2:8][CH2:9]1)[CH:6]=[CH:5]2>C1(C)C(C)=CC=CC=1.[Pt]>[CH:4]12[CH2:10][CH:7]([CH2:8][CH2:9]1)[CH2:6][CH:5]2[Si:2]([CH:5]1[CH2:6][CH:7]2[CH2:10][CH:4]1[CH2:9][CH2:8]2)([Cl:3])[Cl:1]. Procedure: Dichlorosilane (18.5 g, 0.18 mol) is condensed into a cold trap at −78° C. and dissolved in precooled xylene (200 ml). The temperature is −10° C. after the addition. First norbornene (34.5 g, 0.37 mol) and then the catalyst [COD]PtCl2 (1% solution in in CH2Cl2, 2.50 ml) are added, whereupon an exothermic reaction starts spontaneously. The temperature rises to 46° C. and an ice bath is used to reduce the temperature to 40° C. After 15 min, the temperature begins to fall again. According to GC (ga...